From a dataset of the Open Reaction Database (ORD), a public repository of structured organic reaction records. describe an organic reaction: reactants, conditions, products, and yield Reactants: CN(Cc1cc(C(F)(F)F)cc(C(F)(F)F)c1)C1CC(C(=O)O)N(Cc2ccc(Cl)cc2)C1, N#Cc1ccccc1N1CCNCC1. RXN SMILES: [F:1][C:2]([c:3]1[cH:4][c:5]([CH2:6][N:7]([CH:8]2[CH2:9][CH:10]([C:21](=[O:22])[OH:23])[N:11]([CH2:13][c:14]3[cH:15][cH:16][c:17]([Cl:20])[cH:18][cH:19]3)[CH2:12]2)[CH3:24])[cH:25][c:26]([C:28]([F:29])([F:30])[F:31])[cH:27]1)([F:32])[F:33].[N:34]1([c:40]2[c:41]([C:42]#[N:43])[cH:44][cH:45][cH:46][cH:47]2)[CH2:35][CH2:36][NH:37][CH2:38][CH2:39]1>>[F:1][C:2]([c:3]1[cH:4][c:5]([CH2:6][N:7]([CH:8]2[CH2:9][CH:10]([C:21](=[O:23])[N:37]3[CH2:36][CH2:35][N:34]([c:40]4[c:41]([C:42]#[N:43])[cH:44][cH:45][cH:46][cH:47]4)[CH2:39][CH2:38]3)[N:11]([CH2:13][c:14]3[cH:15][cH:16][c:17]([Cl:20])[cH:18][cH:19]3)[CH2:12]2)[CH3:24])[cH:25][c:26]([C:28]([F:29])([F:30])[F:31])[cH:27]1)([F:32])[F:33]. The product is CN(Cc1cc(C(F)(F)F)cc(C(F)(F)F)c1)C1CC(C(=O)N2CCN(c3ccccc3C#N)CC2)N(Cc2ccc(Cl)cc2)C1. Reactants: Br, Cc1cccc(C)c1-n1cc(C#N)c(=O)[nH]c1=O. Yields the product Cc1cccc(C)c1-n1ccc(=O)[nH]c1=O. RXN SMILES: [BrH:19].[C:1](#[N:2])[c:3]1[c:4](=[O:18])[nH:5][c:6](=[O:17])[n:7](-[c:9]2[c:10]([CH3:16])[cH:11][cH:12][cH:13][c:14]2[CH3:15])[cH:8]1>>[cH:3]1[c:4](=[O:18])[nH:5][c:6](=[O:17])[n:7](-[c:9]2[c:10]([CH3:16])[cH:11][cH:12][cH:13][c:14]2[CH3:15])[cH:8]1.